This data is from the Open Reaction Database (ORD), a public repository of structured organic reaction records. The task is: describe an organic reaction: reactants, conditions, products, and yield The reactants are CC1(CCC=C1C1=C(C=CC(=C1)C(=O)O)C1=C(C=CC(=C1)O)F)C (2-(5,5-Dimethyl-1-cyclopenten-1-yl)-2′-fluoro-5′-hydroxy-1,1′-biphenyl-4-carboxylic acid), CO (MeOH), S(O)(O)(=O)=O (sulfuric acid). Yields the product CC1(CCC=C1C1=C(C=CC(=C1)C(=O)OC)C1=C(C=CC(=C1)O)F)C (Methyl 2-(5,5-dimethyl-1-cyclopenten-1-yl)-2′-fluoro-5′-hydroxy-1,1′-biphenyl-4-carboxylate). Isolated yield 98.0%. As a reaction SMILES: [CH3:1][C:2]1([CH3:24])[C:6]([C:7]2[CH:12]=[C:11]([C:13]([OH:15])=[O:14])[CH:10]=[CH:9][C:8]=2[C:16]2[CH:21]=[C:20]([OH:22])[CH:19]=[CH:18][C:17]=2[F:23])=[CH:5][CH2:4][CH2:3]1.S(=O)(=O)(O)O.[CH3:30]O>>[CH3:1][C:2]1([CH3:24])[C:6]([C:7]2[CH:12]=[C:11]([C:13]([O:15][CH3:30])=[O:14])[CH:10]=[CH:9][C:8]=2[C:16]2[CH:21]=[C:20]([OH:22])[CH:19]=[CH:18][C:17]=2[F:23])=[CH:5][CH2:4][CH2:3]1. Reported procedure: To a flask containing 66.14A (75 mg, 230 μmol) in MeOH (2 mL) was added sulfuric acid (0.61 μL, 11 μmol), and the mixture was stirred at reflux overnight. The reaction was concentrated and then purified by silica gel chromatography (0 to 30% EtOAc/Hexanes) to provide 66.14B (77.0 mg, 98% yield). Reactants: Brc1cnc2ccccc2c1, CCN(CC)CCN1C(=O)C(=O)c2c(Br)cccc21, [Li]CCCC, CCOCC, [Cl-], [NH4+]. The product is CCN(CC)CCN1C(=O)C(O)(c2cnc3ccccc3c2)c2c(Br)cccc21. RXN SMILES: [Br:1][c:2]1[cH:3][n:4][c:5]2[cH:6][cH:7][cH:8][cH:9][c:10]2[cH:11]1.[CH2:17]([CH3:18])[N:19]([CH2:20][CH2:21][N:22]1[C:23](=[O:24])[C:25](=[O:26])[c:27]2[c:28]([Br:33])[cH:29][cH:30][cH:31][c:32]21)[CH2:34][CH3:35].[CH3:12][CH2:13][CH2:14][CH2:15][Li:16].[CH3:38][CH2:39][O:40][CH2:41][CH3:42].[Cl-:36].[NH4+:37]>>[c:2]1([C:25]2([OH:26])[C:23](=[O:24])[N:22]([CH2:21][CH2:20][N:19]([CH2:17][CH3:18])[CH2:34][CH3:35])[c:32]3[c:27]2[c:28]([Br:33])[cH:29][cH:30][cH:31]3)[cH:3][n:4][c:5]2[cH:6][cH:7][cH:8][cH:9][c:10]2[cH:11]1. Reactants: C(CC#C)N1N=C2C(=N1)C=CC=C2 (2-(but-3-ynyl)-2H-benzo[d][1,2,3]triazole), C(CC#C)N1N=NC2=C1C=CC=C2 (1-(but-3-ynyl)-1H-benzo[d][1,2,3]triazole). The product is title compounds, N=1NN=C2C1C=CC=C2 (2H-benzo[d][1,2,3]triazole). RXN SMILES: C([N:5]1[N:9]=[C:8]2[CH:10]=[CH:11][CH:12]=[CH:13][C:7]2=[N:6]1)CC#C.C(N1C2C=CC=CC=2N=N1)CC#C>>[N:6]1[NH:5][N:9]=[C:8]2[CH:10]=[CH:11][CH:12]=[CH:13][C:7]=12. Reported procedure: The title compounds were prepared in accordance with the general method of Example 108(C), from 90 mg (0.53 mmol) of 2-(but-3-ynyl)-2H-benzo[d][1,2,3]triazole and 1-(but-3-ynyl)-1H-benzo[d][1,2,3]triazole. The crude residue was purified by flash chromatography (DCM/MeOH 99:1 to 98:2) to yield 10 mg (42 μmol, 8%) of 24-(pyridin-2-yl)but-3-ynyl)-2H-benzo[d][1,2,3]triazole as an orange oil with a purity of 82%. Another fraction yielded after SCX column (DCM, DCM/MeOH 98:2, DCM/MeOH/NH4OH 95:4:1 to ... The reactants are C(C)(C)(C)OC([C@H](C(C)C)NS(=O)(=O)C1=CC=C(C=C1)C1=CC=C(C=C1)NC(=O)C=1OC2=C(N1)C=CC=C2)=O ((S)-3-methyl-2-{4′-[(benzoxazole-2-carbonyl)-amino]-biphenyl-4-sulfonylamino}-butyric acid tert-butyl ester), C(=O)(C(F)(F)F)O.C(Cl)Cl (TFA CH2Cl2). Reaction conditions: time 3 hour. The product is CC([C@@H](C(=O)O)NS(=O)(=O)C1=CC=C(C=C1)C1=CC=C(C=C1)NC(=O)C=1OC2=C(N1)C=CC=C2)C ((S)-3-methyl-2-{4′-[(benzooxazole-2-carbonyl)-amino]-biphenyl-4-sulfonylamino}-butyric acid). RXN SMILES: C([O:5][C:6](=[O:39])[C@@H:7]([NH:11][S:12]([C:15]1[CH:20]=[CH:19][C:18]([C:21]2[CH:26]=[CH:25][C:24]([NH:27][C:28]([C:30]3[O:31][C:32]4[CH:38]=[CH:37][CH:36]=[CH:35][C:33]=4[N:34]=3)=[O:29])=[CH:23][CH:22]=2)=[CH:17][CH:16]=1)(=[O:14])=[O:13])[CH:8]([CH3:10])[CH3:9])(C)(C)C.C(O)(C(F)(F)F)=O.C(Cl)Cl>>[CH3:9][CH:8]([CH3:10])[C@H:7]([NH:11][S:12]([C:15]1[CH:16]=[CH:17][C:18]([C:21]2[CH:22]=[CH:23][C:24]([NH:27][C:28]([C:30]3[O:31][C:32]4[CH:38]=[CH:37][CH:36]=[CH:35][C:33]=4[N:34]=3)=[O:29])=[CH:25][CH:26]=2)=[CH:19][CH:20]=1)(=[O:14])=[O:13])[C:6]([OH:39])=[O:5] |f:1.2|. Procedure details: To (S)-3-methyl-2-{4′-[(benzoxazole-2-carbonyl)-amino]-biphenyl-4-sulfonylamino}-butyric acid tert-butyl ester was added 4 mL of TFA/CH2Cl2 (1:1). The solution was stirred at room temperature for 3 h. The solvents were removed under vacuum and the residue was triturated with ether. Filtration gave 90 mg of (S)-3-methyl-2-{4′-[(benzooxazole-2-carbonyl)-amino]-biphenyl-4-sulfonylamino}-butyric acid as a white solid. 1H NMR (400 MHz, DMSO-d6) δ ppm 0.8 (dd, J=12.6, 6.8 Hz, 6 H) 1.9 (m, 1 H) 3.6 (dd... The reactants are [Al+3], C1CCOC1, CON(C)C(=O)C1CC(C)CN1C(=O)OC(C)(C)C, [H-], [H-], [H-], [H-], [Li+]. Yields the product CC1CC(C=O)N(C(=O)OC(C)(C)C)C1. As a reaction SMILES: [Al+3:21].[CH2:26]1[O:27][CH2:28][CH2:29][CH2:30]1.[CH3:1][O:2][N:3]([C:4](=[O:5])[CH:6]1[N:7]([C:12](=[O:13])[O:14][C:15]([CH3:16])([CH3:17])[CH3:18])[CH2:8][CH:9]([CH3:11])[CH2:10]1)[CH3:19].[H-:20].[H-:23].[H-:24].[H-:25].[Li+:22]>>[CH:4](=[O:5])[CH:6]1[N:7]([C:12](=[O:13])[O:14][C:15]([CH3:16])([CH3:17])[CH3:18])[CH2:8][CH:9]([CH3:11])[CH2:10]1. Starting materials: CCCO, CCOC(=O)C(C)Oc1ccc(Oc2cnc3cc(Cl)ccc3c2)cc1, O=S(=O)(O)O. Yields the product CCCOC(=O)C(C)Oc1ccc(Oc2cnc3cc(Cl)ccc3c2)cc1. Reaction SMILES: [CH2:32]([OH:33])[CH2:34][CH3:35].[Cl:1][c:2]1[cH:3][cH:4][c:5]2[cH:6][c:7]([O:12][c:13]3[cH:14][cH:15][c:16]([O:17][CH:18]([C:19](=[O:20])[O:21][CH2:22][CH3:23])[CH3:24])[cH:25][cH:26]3)[cH:8][n:9][c:10]2[cH:11]1.[S:27](=[O:28])(=[O:29])([OH:30])[OH:31]>>[Cl:1][c:2]1[cH:3][cH:4][c:5]2[cH:6][c:7]([O:12][c:13]3[cH:14][cH:15][c:16]([O:17][CH:18]([C:19](=[O:20])[O:21][CH2:22][CH2:23][CH3:32])[CH3:24])[cH:25][cH:26]3)[cH:8][n:9][c:10]2[cH:11]1. Starting materials: C1(=CC=CC=C1)C=1C2=C(SC1)C=C(C=C2)OC (3-Phenyl-6-methoxybenzo[b]thiophene), COC1=C(C(=O)Cl)C=CC=C1 (2-methoxybenzoyl chloride). Yields the product COC1=C(C(=O)C2=C(C3=C(S2)C=C(C=C3)OC)C3=CC=CC=C3)C=CC=C1 (2-(2-Methoxybenzoyl)-3-Phenyl-6-Methoxybenzo[b]thiophene). Yield: 97.0%. As a reaction SMILES: [C:1]1([C:7]2[C:8]3[CH:15]=[CH:14][C:13]([O:16][CH3:17])=[CH:12][C:9]=3[S:10][CH:11]=2)[CH:6]=[CH:5][CH:4]=[CH:3][CH:2]=1.[CH3:18][O:19][C:20]1[CH:28]=[CH:27][CH:26]=[CH:25][C:21]=1[C:22](Cl)=[O:23]>>[CH3:18][O:19][C:20]1[CH:28]=[CH:27][CH:26]=[CH:25][C:21]=1[C:22]([C:11]1[S:10][C:9]2[CH:12]=[C:13]([O:16][CH3:17])[CH:14]=[CH:15][C:8]=2[C:7]=1[C:1]1[CH:2]=[CH:3][CH:4]=[CH:5][CH:6]=1)=[O:23]. Procedure: 3-Phenyl-6-methoxybenzo[b]thiophene and 2-methoxybenzoyl chloride were converted to the title compound by the procedure of Example 1 in 97% yield, after crystallization from methanol.